This data is from the Open Reaction Database (ORD), a public repository of structured organic reaction records. The task is: describe an organic reaction: reactants, conditions, products, and yield Reactants: C(CCCCCCCCCCCCCCC)(=O)O[C@@H](CSCCS(=O)(=O)N(C(=O)OC(C)(C)C)CC1=CC=C(C(=O)N[C@@H](CCC(=O)O)C(=O)O)C=C1)COC(CCCCCCCCCCCCCCC)=O (4-(N-(2-((2R)-2,3-bis(palmitoyloxy)propylthio)-ethylsulfonyl)-N-t-butyloxycarbonylaminomethyl)benzoyl -glutamic acid), t-butyl ester, Example 56. The solvent is FC(C(=O)O)(F)F (trifiuoroacetic acid). Run at time 1 hour. Yields the product C(CCCCCCCCCCCCCCC)(=O)O[C@@H](CSCCS(=O)(=O)NCC1=CC=C(C(=O)N[C@@H](CCC(=O)O)C(=O)O)C=C1)COC(CCCCCCCCCCCCCCC)=O (4-(N-(2-((2R)-2,3-bis(palmitoyloxy)propylthio)ethylsulfonyl)-aminomethyl)benzoyl-glutamic acid). Yield: 100.0%. Reaction SMILES: [C:1]([O:18][C@H:19]([CH2:54][O:55][C:56](=[O:72])[CH2:57][CH2:58][CH2:59][CH2:60][CH2:61][CH2:62][CH2:63][CH2:64][CH2:65][CH2:66][CH2:67][CH2:68][CH2:69][CH2:70][CH3:71])[CH2:20][S:21][CH2:22][CH2:23][S:24]([N:27]([CH2:35][C:36]1[CH:53]=[CH:52][C:39]([C:40]([NH:42][C@H:43]([C:49]([OH:51])=[O:50])[CH2:44][CH2:45][C:46]([OH:48])=[O:47])=[O:41])=[CH:38][CH:37]=1)C(OC(C)(C)C)=O)(=[O:26])=[O:25])(=[O:17])[CH2:2][CH2:3][CH2:4][CH2:5][CH2:6][CH2:7][CH2:8][CH2:9][CH2:10][CH2:11][CH2:12][CH2:13][CH2:14][CH2:15][CH3:16]>FC(F)(F)C(O)=O>[C:1]([O:18][C@H:19]([CH2:54][O:55][C:56](=[O:72])[CH2:57][CH2:58][CH2:59][CH2:60][CH2:61][CH2:62][CH2:63][CH2:64][CH2:65][CH2:66][CH2:67][CH2:68][CH2:69][CH2:70][CH3:71])[CH2:20][S:21][CH2:22][CH2:23][S:24]([NH:27][CH2:35][C:36]1[CH:53]=[CH:52][C:39]([C:40]([NH:42][C@H:43]([C:49]([OH:51])=[O:50])[CH2:44][CH2:45][C:46]([OH:48])=[O:47])=[O:41])=[CH:38][CH:37]=1)(=[O:26])=[O:25])(=[O:17])[CH2:2][CH2:3][CH2:4][CH2:5][CH2:6][CH2:7][CH2:8][CH2:9][CH2:10][CH2:11][CH2:12][CH2:13][CH2:14][CH2:15][CH3:16]. Procedure details: A solution of 4-(N-(2-((2R)-2,3-bis(palmitoyloxy)propylthio)-ethylsulfonyl)-N-t-butyloxycarbonylaminomethyl)benzoyl -glutamic acid de-t-butyl ester as obtained in Example 56 (108 mg) in trifiuoroacetic acid (1 ml) was stirred at room temperature for 1 hour, followed by concentration to dryness under reduced pressure, to yield the title compound (89 mg, yield 100%) as a colorless solid. Starting materials: pivaloyl, ClC=1C2=C(N=C(N1)NC(C(C)(C)C)=O)N(C=C2C#C[Si](C)(C)C)CC2=NC=C(C(=C2C)OC)C (N-[4-chloro-7-(4-methoxy-3,5-dimethyl-pyridin-2-ylmethyl)-5-trimethylsilanylethynyl-7H-pyrrolo[2,3-d]pyrimidin -2-yl]-2,2-dimethyl-propionamide). The reagents and catalysts are [Cl-].[Cl-].[Zn+2] (ZnCl2). Product: ClC=1C2=C(N=C(N1)N)N(C=C2C#C[Si](C)(C)C)CC2=NC=C(C(=C2C)OC)C (4-Chloro-7-(4-methoxy-3,5-dimethyl-pyridin-2-ylmethyl)-5-trimethylsilanylethynyl-7H-pyrrolo [2,3-d]pyrimidin-2-ylamine). Reaction SMILES: [Cl:1][C:2]1[C:3]2[C:17]([C:18]#[C:19][Si:20]([CH3:23])([CH3:22])[CH3:21])=[CH:16][N:15]([CH2:24][C:25]3[C:30]([CH3:31])=[C:29]([O:32][CH3:33])[C:28]([CH3:34])=[CH:27][N:26]=3)[C:4]=2[N:5]=[C:6]([NH:8]C(=O)C(C)(C)C)[N:7]=1>[Cl-].[Cl-].[Zn+2]>[Cl:1][C:2]1[C:3]2[C:17]([C:18]#[C:19][Si:20]([CH3:22])([CH3:23])[CH3:21])=[CH:16][N:15]([CH2:24][C:25]3[C:30]([CH3:31])=[C:29]([O:32][CH3:33])[C:28]([CH3:34])=[CH:27][N:26]=3)[C:4]=2[N:5]=[C:6]([NH2:8])[N:7]=1 |f:1.2.3|. Procedure details: The title compound was prepared by cleaving the pivaloyl protecting group of N-[4-chloro-7-(4-methoxy-3,5-dimethyl-pyridin-2-ylmethyl)-5-trimethylsilanylethynyl-7H-pyrrolo[2,3-d]pyrimidin -2-yl]-2,2-dimethyl-propionamide with ZnCl2 according to the General Procedure B. tR=6.56 min. 1H NMR (CDCl3) δ 8.22 (s, 1H), 7.11 (s, 1H), 5.30 (s, 2H), 5.09 (s, 2H), 3.75 (s, 3H), 2.26 (s, 3H), 2.18 (s, 3H), 0.24 (s, 9H). Starting materials: C(CCC)[Li] (n-butyl lithium), Cl (hydrochloric acid), BrC1=NC(=CC(=C1)OCC(F)(F)F)OC1=CC(=CC=C1)C(F)(F)F (2-bromo-4-(2,2,2-trifluoroethoxy)-6-[3-(trifluoromethyl)phenoxy] pyridine), C(=O)=O (carbon dioxide). The solvent is C(C)OCC (diethyl ether), C(C)(=O)OCC.O (ethyl acetate water). Conditions: time 10 minute. Product: FC(COC1=CC(=NC(=C1)OC1=CC(=CC=C1)C(F)(F)F)C(=O)O)(F)F (4-(2,2,2-trifluoroethoxy)-6-[3-(trifluoromethyl)phenoxy] picolinic acid). RXN SMILES: Br[C:2]1[CH:7]=[C:6]([O:8][CH2:9][C:10]([F:13])([F:12])[F:11])[CH:5]=[C:4]([O:14][C:15]2[CH:20]=[CH:19][CH:18]=[C:17]([C:21]([F:24])([F:23])[F:22])[CH:16]=2)[N:3]=1.C([Li])CCC.[C:30](=[O:32])=[O:31].Cl>C(OCC)C.C(OCC)(=O)C.O>[F:11][C:10]([F:13])([F:12])[CH2:9][O:8][C:6]1[CH:5]=[C:4]([O:14][C:15]2[CH:20]=[CH:19][CH:18]=[C:17]([C:21]([F:24])([F:23])[F:22])[CH:16]=2)[N:3]=[C:2]([C:30]([OH:32])=[O:31])[CH:7]=1 |f:5.6|. Reported procedure: 2-bromo-4-(2,2,2-trifluoroethoxy)-6-[3-(trifluoromethyl)phenoxy] pyridine (9.81 g, 0.0236 mol) was dissolved in about 200 ml of diethyl ether. While cooling in a dry ice-acetone bath in an argon atmosphere, the obtained solution was mixed with n-butyl lithium [16 ml (ca. 1.63 M in hexane solution), 0.0236×1.1 mol]. The obtained mixture was stirred for about 10 minutes. After replacing an interior of the reactor with a carbon dioxide gas, the solution was removed from the bath and stirred at room...